This data is from the Open Reaction Database (ORD), a public repository of structured organic reaction records. The task is: describe an organic reaction: reactants, conditions, products, and yield Starting materials: [I-].[Na+] (sodium iodide), BrCCCN1C(C=2C(C1=O)=CC=CC2)=O (N-(3-bromopropyl)phthalimide). The solvent is CC(=O)C (acetone). Yields the product ICCCN1C(C=2C(C1=O)=CC=CC2)=O (N-(3-iodopropyl)phthalimide). Isolated yield 75.0%. As a reaction SMILES: [I-:1].[Na+].Br[CH2:4][CH2:5][CH2:6][N:7]1[C:11](=[O:12])[C:10]2=[CH:13][CH:14]=[CH:15][CH:16]=[C:9]2[C:8]1=[O:17]>CC(C)=O>[I:1][CH2:4][CH2:5][CH2:6][N:7]1[C:11](=[O:12])[C:10]2=[CH:13][CH:14]=[CH:15][CH:16]=[C:9]2[C:8]1=[O:17] |f:0.1|. Reported procedure: To a solution of 15 g (100 mmol) of sodium iodide in 120 ml of acetone was added 3 g (11 mmol) of N-(3-bromopropyl)phthalimide and the mixture was heated at reflux for 30 minutes. The cooled mixture was filtered and evaporated. The residue was partitioned between 50 ml of diethyl ether and 50 ml of water. The organic phase was dried over magnesium sulfate, filtered and evaporated to give 2.6 g (75%) of N-(3-iodopropyl)phthalimide as a white solid. [Mass spectrum (ESI) MH+ =316].